Dataset: the Open Reaction Database (ORD), a public repository of structured organic reaction records. Task: describe an organic reaction: reactants, conditions, products, and yield The reactants are CN(C)C=O, OC(c1ccc(Cl)cc1Cl)C(O)(Cn1cncn1)c1ccc(Cl)cc1, ClCBr, [H-], [Na+], O. Product: Clc1ccc(C2(Cn3cncn3)OCOC2c2ccc(Cl)cc2Cl)cc1. Reaction SMILES: [CH3:32][N:33]([CH3:34])[CH:35]=[O:36].[Cl:1][c:2]1[cH:3][cH:4][c:5]([C:8]([CH:9]([OH:10])[c:11]2[c:12]([Cl:18])[cH:13][c:14]([Cl:17])[cH:15][cH:16]2)([CH2:19][n:20]2[n:21][cH:22][n:23][cH:24]2)[OH:25])[cH:6][cH:7]1.[Cl:28][CH2:29][Br:30].[H-:26].[Na+:27].[OH2:31]>>[Cl:1][c:2]1[cH:3][cH:4][c:5]([C:8]2([CH2:19][n:20]3[n:21][cH:22][n:23][cH:24]3)[CH:9]([c:11]3[c:12]([Cl:18])[cH:13][c:14]([Cl:17])[cH:15][cH:16]3)[O:10][CH2:29][O:25]2)[cH:6][cH:7]1. The reactants are mercuric oxide, OCCCCN1N=C(C=C1)NC(=S)NCC(F)(F)F (1-(4-hydroxybutyl)-3-[3-(2,2,2-trifluoroethyl)thioureido]pyrazole), N (ammonia). Conditions: time 3 hour. Yields the product OCCCCN1N=C(C=C1)NC(=NCC(F)(F)F)N (1-(4-hydroxybutyl)-3-[2-(2,2,2-trifluoroethyl)guanidino]pyrazole). The yield is 82.0%. RXN SMILES: [OH:1][CH2:2][CH2:3][CH2:4][CH2:5][N:6]1[CH:10]=[CH:9][C:8]([NH:11][C:12]([NH:14][CH2:15][C:16]([F:19])([F:18])[F:17])=S)=[N:7]1.[NH3:20]>>[OH:1][CH2:2][CH2:3][CH2:4][CH2:5][N:6]1[CH:10]=[CH:9][C:8]([NH:11][C:12]([NH2:20])=[N:14][CH2:15][C:16]([F:19])([F:18])[F:17])=[N:7]1. Reported procedure: Yellow mercuric oxide (30.1 g.) was added quickly to a stirred solution of 1-(4-hydroxybutyl)-3-[3-(2,2,2-trifluoroethyl)thioureido]pyrazole (10.4 g.) in methanolic ammonia (5 M; 340 ml.). After stirring for 3 hours at room temperature, the reaction mixture was filtered through diatomaceous earth and the filtrate evaporated to dryness in vacuo to give 1-(4-hydroxybutyl)-3-[2-(2,2,2-trifluoroethyl)guanidino]pyrazole, m.p. 105°-106° (yield 82%). The reactants are SC=1OC2=C(N1)C1=CC=CC=C1C=C2 (2-mercaptonaphtho[1,2-d]oxazole), P(Cl)(Cl)(Cl)(Cl)Cl (Phosphorus pentachloride), CN1CCNCC1 (N-methylpiperazine). The solvent is C1(=CC=CC=C1)C (toluene). Run at temperature 100 celsius. Product: CN1CCN(CC1)C=1OC2=C(N1)C1=CC=CC=C1C=C2 (2-(4-methyl-1-piperazinyl)naphtho[1,2-d]oxazole). Reaction SMILES: P(Cl)(Cl)(Cl)(Cl)Cl.S[C:8]1[O:9][C:10]2[CH:20]=[CH:19][C:18]3[C:13](=[CH:14][CH:15]=[CH:16][CH:17]=3)[C:11]=2[N:12]=1.[CH3:21][N:22]1[CH2:27][CH2:26][NH:25][CH2:24][CH2:23]1>C1(C)C=CC=CC=1>[CH3:21][N:22]1[CH2:27][CH2:26][N:25]([C:8]2[O:9][C:10]3[CH:20]=[CH:19][C:18]4[C:13](=[CH:14][CH:15]=[CH:16][CH:17]=4)[C:11]=3[N:12]=2)[CH2:24][CH2:23]1. Procedure: Phosphorus pentachloride (498 mg) was dissolved in anhydrous toluene (8 ml), the resulting solution was mixed with 2-mercaptonaphtho[1,2-d]oxazole (400 mg) which has been obtained in the same manner as described in Reference Example 1, and the mixture was then stirred with heating at 100° C. for 2 hours. With cooling in an ice bath, to this was added dropwise N-methylpiperazine (2.2 ml). After 20 minutes of stirring, the thus obtained mixture was extracted with ethyl acetate, and the organic lay... The reactants are ClCCl, O=C(OO)c1cccc(Cl)c1, [Na+], [Na+], O=S([O-])[O-], O=C1CC2(CCCCC2Cc2ccccc2)Sc2ccccc2N1. Product: O=C1CC2(CCCCC2Cc2ccccc2)S(=O)c2ccccc2N1. As a reaction SMILES: [CH2:42]([Cl:43])[Cl:44].[Cl:25][c:26]1[cH:27][cH:28][cH:29][c:30]([C:31]([O:32][OH:34])=[O:33])[cH:35]1.[Na+:40].[Na+:41].[S:36]([O-:37])([O-:38])=[O:39].[c:1]1([CH2:7][CH:8]2[CH2:9][CH2:10][CH2:11][CH2:12][C:13]23[S:14][c:15]2[c:16]([cH:21][cH:22][cH:23][cH:24]2)[NH:17][C:18](=[O:20])[CH2:19]3)[cH:2][cH:3][cH:4][cH:5][cH:6]1>>[c:1]1([CH2:7][CH:8]2[CH2:9][CH2:10][CH2:11][CH2:12][C:13]23[S:14](=[O:33])[c:15]2[c:16]([cH:21][cH:22][cH:23][cH:24]2)[NH:17][C:18](=[O:20])[CH2:19]3)[cH:2][cH:3][cH:4][cH:5][cH:6]1. Starting materials: CI (methyl iodide), [H-].[Na+] (Sodium hydride), N[C@@H](CC(C)C)CO (L-leucinol), C(C)#N (acetonitrile), Ice. The solvent is C1CCOC1 (THF). Reaction conditions: temperature 55 celsius. Product: C(C(C)C)[C@@H](COC)N ((S)-1-isobutyl-2-methoxyethylamine). RXN SMILES: [H-].[Na+].[NH2:3][C@H:4]([CH2:9][OH:10])[CH2:5][CH:6]([CH3:8])[CH3:7].[C:11](#N)C.CI>C1COCC1>[CH2:5]([C@H:4]([NH2:3])[CH2:9][O:10][CH3:11])[CH:6]([CH3:8])[CH3:7] |f:0.1|. Procedure: Sodium hydride (60% dispersion in oil: 9.39 g, 0.24 mol) was added to a stirred solution of L-leucinol (25 ml, 0.20 mol) in a mixture of dry acetonitrile (12 ml) and dry THF (60 ml) at room temperature under argon. The mixture was heated at reflux for 2 h, cooled to 55° C. and methyl iodide (12.8 ml, 2.1 mol) carefully added. The reaction mixture was heated at reflux overnight and allowed to cool to room temperature. Ice cold brine (100 ml) was added carefully and the mixture extracted with ethy... Starting materials: COC=1C=C(C=O)C=C(C1OC)OC (3,4,5-trimethoxybenzaldehyde), B(Br)(Br)Br (BBr3), O (H2O). Solvent: C(Cl)Cl (CH2Cl2). Reaction conditions: temperature 0 celsius, time 10 hour. The product is OC1=C(C=O)C=C(C(=C1)OC)OC (2-hydroxy 4,5dimethoxybenzaldehyde). Isolated yield 87.0%. RXN SMILES: [CH3:1][O:2][C:3]1[CH:4]=[C:5]([CH:8]=[C:9](OC)[C:10]=1[O:11][CH3:12])[CH:6]=[O:7].B(Br)(Br)Br.[OH2:19]>C(Cl)Cl>[OH:19][C:8]1[CH:9]=[C:10]([O:11][CH3:12])[C:3]([O:2][CH3:1])=[CH:4][C:5]=1[CH:6]=[O:7]. Procedure: To solution of 3,4,5-trimethoxybenzaldehyde (5 g, 25.5 mmol) in CH2Cl2 (125 ml) at 0° C. was added BBr3 (6.39 g, 25.5 mmol). The resulting dark mixture was stirred at 0° C. for 10 hrs after completion of the reaction checked by TLC H2O (100 mL) was then added and the mixture was stirred for 10 min and the aqueous phase was extracted by CH2Cl2. The organic phase was dried over Na2SO4, and evaporated under reduced pressure. The resulting residue was purified by silica gel (CH2Cl2) afforded the 2-h...